Dataset: the Open Reaction Database (ORD), a public repository of structured organic reaction records. Task: describe an organic reaction: reactants, conditions, products, and yield Reactants: C(CC(C)C)C(C(=O)OCC)C(=O)OCC (Diethyl isoamylmalonate), aqueous solution. The solvent is [OH-].[Na+] (sodium hydroxide). The product is C(CC(C)C)C(C(=O)O)C(=O)O (isoamylmalonic acid). RXN SMILES: [CH2:1]([CH:6]([C:12]([O:14]CC)=[O:13])[C:7]([O:9]CC)=[O:8])[CH2:2][CH:3]([CH3:5])[CH3:4]>[OH-].[Na+]>[CH2:1]([CH:6]([C:12]([OH:14])=[O:13])[C:7]([OH:9])=[O:8])[CH2:2][CH:3]([CH3:5])[CH3:4] |f:1.2|. Procedure: Diethyl isoamylmalonate (71.7 g) was added to a 50% aqueous solution of sodium hydroxide (60 ml), and the mixture was heated under reflux for 6 h. After cooling, the mixture was extracted with ether; the water layer was acidified with hydrochloric acid and, after saturation with sodium chloride, was extracted with ether. The extracts from the acidic aqueous layer were concentrated under reduced pressure to give isoamylmalonic acid. The obtained dicaboxylic acid was heated at 180° C. for 2 h. Aft...